This data is from the Open Reaction Database (ORD), a public repository of structured organic reaction records. The task is: describe an organic reaction: reactants, conditions, products, and yield Reported procedure: The title compound was prepared according to EXAMPLE 229 using 2-(S)-[(5-chloro-1H-pyrrolo[2,3-c]pyridine-2-carbonyl)amino]-3-phenylpropionic acid (EXAMPLE 42) and 4-hydroxypiperidine. Purification by chromatography using dichloromethane/methanol (9:1) as the eluent gave the title compound as an orange powder. m/z (ES+)=427.35 [M+H]+; RT=2.99 min. RXN SMILES: [Cl:1][C:2]1[CH:3]=[C:4]2[CH:10]=[C:9]([C:11]([NH:13][C@@H:14]([CH2:18][C:19]3[CH:24]=[CH:23][CH:22]=[CH:21][CH:20]=3)[C:15]([OH:17])=O)=[O:12])[NH:8][C:5]2=[CH:6][N:7]=1.[OH:25][CH:26]1[CH2:31][CH2:30][NH:29][CH2:28][CH2:27]1>>[CH2:18]([C@H:14]([NH:13][C:11]([C:9]1[NH:8][C:5]2=[CH:6][N:7]=[C:2]([Cl:1])[CH:3]=[C:4]2[CH:10]=1)=[O:12])[C:15]([N:29]1[CH2:30][CH2:31][CH:26]([OH:25])[CH2:27][CH2:28]1)=[O:17])[C:19]1[CH:24]=[CH:23][CH:22]=[CH:21][CH:20]=1. The reactants are ClC=1C=C2C(=CN1)NC(=C2)C(=O)N[C@H](C(=O)O)CC2=CC=CC=C2 (2-(S)-[(5-Chloro-1H-pyrrolo[2,3-c]pyridine-2-carbonyl)amino]-3-phenylpropionic acid), OC1CCNCC1 (4-hydroxypiperidine). Product: C(C1=CC=CC=C1)[C@@H](C(=O)N1CCC(CC1)O)NC(=O)C1=CC=2C(=CN=C(C2)Cl)N1 (5-Chloro-1H-pyrrolo[2,3-c]pyridine-2-carboxylic acid [1-(S)-benzyl-2-(4-hydroxypiperidin-1-yl)-2-oxoethyl]amide). As a reaction SMILES: [Cl:1][CH2:2][CH2:3][CH2:4][C:5]([C:7]1[CH:12]=[CH:11][C:10]([Cl:13])=[CH:9][CH:8]=1)=[O:6].[C:14]([NH:22][CH:23]1[CH2:28][CH2:27][NH:26][CH2:25][CH2:24]1)(=[O:21])[C:15]1[CH:20]=[CH:19][CH:18]=[CH:17][CH:16]=1.C(=O)([O-])[O-].[K+].[K+].O>Cl.CCOCC>[C:14]([NH:22][CH:23]1[CH2:28][CH2:27][N:26]([CH2:2][CH2:3][CH2:4][C:5]([C:7]2[CH:12]=[CH:11][C:10]([Cl:13])=[CH:9][CH:8]=2)=[O:6])[CH2:25][CH2:24]1)(=[O:21])[C:15]1[CH:16]=[CH:17][CH:18]=[CH:19][CH:20]=1.[ClH:1] |f:2.3.4|. The reactants are ClCCCC(=O)C1=CC=C(C=C1)Cl (4-Chloro-4'-chlorobutyrophenone), C(C1=CC=CC=C1)(=O)NC1CCNCC1 (4-benzamidopiperidine), C([O-])([O-])=O.[K+].[K+] (potassium carbonate), O (water). Product: C(C1=CC=CC=C1)(=O)NC1CCN(CC1)CCCC(=O)C1=CC=C(C=C1)Cl (4-Benzamido-1-[4-(p-chlorophenyl)-4-oxobutyl]piperidine), Cl (hydrochloride). Run in CCOCC (ether), Cl (hydrogen chloride). Run at temperature 100 celsius. Procedure details: 4-Chloro-4'-chlorobutyrophenone (2.17 g.) was added to a well-ground mixtue of 4-benzamidopiperidine (2.04 g.) and anhydrous potassium carbonate (1.38 g.) and the mixture heated to 100° C. for 1 hour. The solid residue was slurried with hot water (100 ml.) for 3 hours, filtered, washed with ether and dried to give a cream coloured solid. This solid was dissolved in ethanolic hydrogen chloride, treated with ether and then cooled to 0° C. to give the title compound as its hydrochloride (1.9 g.) m.... Yield: 521.8%. Reactants: FC(=CCCCCCCCCCCO)F (12,12-difluoro-11-dodecen-1-ol), CC1=CC=C(C=C1)O (4-methylphenol), C1(=CC=CC=C1)P(C1=CC=CC=C1)C1=CC=CC=C1 (triphenylphosphine), N(=NC(=O)OCC)C(=O)OCC (diethyl azodicarboxylate). Solvent: O1CCCC1 (tetrahydrofuran). Product: CC1=CC=C(C=C1)OCCCCCCCCCCC=C(F)F (12,12-difluoro-11-dodecenyl 4-methylphenyl ether). Isolated yield 37.2%. Reaction SMILES: [F:1][C:2]([F:15])=[CH:3][CH2:4][CH2:5][CH2:6][CH2:7][CH2:8][CH2:9][CH2:10][CH2:11][CH2:12][CH2:13][OH:14].[CH3:16][C:17]1[CH:22]=[CH:21][C:20](O)=[CH:19][CH:18]=1.C1(P(C2C=CC=CC=2)C2C=CC=CC=2)C=CC=CC=1.N(C(OCC)=O)=NC(OCC)=O>O1CCCC1>[CH3:16][C:17]1[CH:22]=[CH:21][C:20]([O:14][CH2:13][CH2:12][CH2:11][CH2:10][CH2:9][CH2:8][CH2:7][CH2:6][CH2:5][CH2:4][CH:3]=[C:2]([F:15])[F:1])=[CH:19][CH:18]=1. Reported procedure: A solution of 1.0 gram (0.0045 mole) of 12,12-difluoro-11-dodecen-1-ol (prepared in Example 5), 0.49 gram (0.0045 mole) of 4-methylphenol, 1.2 grams (0.0045 mole) of triphenylphosphine, and 0.79 gram (0.0045 mole) of diethyl azodicarboxylate in 25 ml of tetrahydrofuran was stirred, and the progress of the reaction was monitored by gas chromatographic analysis. Upon completion of the reaction, the reaction mixture was concentrated under reduced pressure to a residue. The residue was dissolved in ... Reactants: FC=1C=C(C(=O)NC2=CC=C(C3=CC=CC=C23)OC2=NC(=NC=C2)S(=O)(=O)C)C=C(C1)N1CCCCC1 (3-fluoro-N-[4-(2-methanesulfonyl-pyrimidin-4-yloxy)-naphthalen-1-yl]-5-piperidin-1-yl-benzamide), CS(=O)(=O)CCN (2-methanesulfonylethylamine). Product: FC=1C=C(C(=O)NC2=CC=C(C3=CC=CC=C23)OC2=NC(=NC=C2)NCCS(=O)(=O)C)C=C(C1)N1CCCCC1 (3-Fluoro-N-{4-[(2-{[2-(methylsulfonyl)ethyl]amino}pyrimidin-4-yl)oxy]-1-naphthyl}-5-piperidin-1-ylbenzamide). RXN SMILES: [F:1][C:2]1[CH:3]=[C:4]([CH:29]=[C:30]([N:32]2[CH2:37][CH2:36][CH2:35][CH2:34][CH2:33]2)[CH:31]=1)[C:5]([NH:7][C:8]1[C:17]2[C:12](=[CH:13][CH:14]=[CH:15][CH:16]=2)[C:11]([O:18][C:19]2[CH:24]=[CH:23][N:22]=[C:21](S(C)(=O)=O)[N:20]=2)=[CH:10][CH:9]=1)=[O:6].[CH3:38][S:39]([CH2:42][CH2:43][NH2:44])(=[O:41])=[O:40]>>[F:1][C:2]1[CH:3]=[C:4]([CH:29]=[C:30]([N:32]2[CH2:37][CH2:36][CH2:35][CH2:34][CH2:33]2)[CH:31]=1)[C:5]([NH:7][C:8]1[C:17]2[C:12](=[CH:13][CH:14]=[CH:15][CH:16]=2)[C:11]([O:18][C:19]2[CH:24]=[CH:23][N:22]=[C:21]([NH:44][CH2:43][CH2:42][S:39]([CH3:38])(=[O:41])=[O:40])[N:20]=2)=[CH:10][CH:9]=1)=[O:6]. Reported procedure: Compound is prepared from 3-fluoro-N-[4-(2-methanesulfonyl-pyrimidin-4-yloxy)-naphthalen-1-yl]-5-piperidin-1-yl-benzamide and 2-methanesulfonylethylamine according to conditions described in general procedure C. Mp: 102-104° C.; 1H NMR (400 MHz, CDCl3) δ 1.62-1.71 (m, 6 H), 2.54-2.64 (m, 5 H), 3.27 (t, J=5.5 Hz, 4 H), 3.50 (s, 2 H), 5.66 (bs, 1 H), 6.31 (d, J=5.5 Hz, 1 H), 6.76 (d, J=11.1 Hz, 1 H), 6.98 (d, J=8.5 Hz, 1 H), 7.23 (d, J=8.0 Hz, 1 H), 7.30 (s, 1 H), 7.47-7.56 (m, 2 H), 7.80-7.91 (m,... Starting materials: N1(CCC1)C1=CC=C(C=N1)NC(=O)C=1N(C2=CC=C(C=C2C1)Br)CC1=CC(=CC=C1)F (N-[6-(azetidin-1-yl)pyridin-3-yl]-5-bromo-1-[(3-fluorophenyl)methyl]-1H-indole-2-carboxamide), CN1C(CCC1)=O (1-methyl-2-pyrrolidinone), C[SiH](C(C)C)C (dimethyl(isopropyl)silane), [O-]P([O-])(=O)OP(=O)([O-])OP(=O)([O-])[O-].[K+].[K+].[K+].[K+].[K+] (potassium triphosphate). Reagents/catalysts: CC(C)([P](C(C)(C)C)([Pd][P](C(C)(C)C)(C(C)(C)C)C(C)(C)C)C(C)(C)C)C (bis(tri-tert-butylphosphine)palladium). Product: N1(CCC1)C1=CC=C(C=N1)NC(=O)C=1N(C2=CC=C(C=C2C1[SiH](C)C)C(C)C)CC1=CC(=CC=C1)F (N-[6-(Azetidin-1-yl)pyridin-3-yl]-5-(isopropyl)dimethylsilyl-1-[(3-fluorophenyl)methyl]-1H-indole-2-carboxamide). RXN SMILES: [N:1]1([C:5]2[N:10]=[CH:9][C:8]([NH:11][C:12]([C:14]3[N:15]([CH2:24][C:25]4[CH:30]=[CH:29][CH:28]=[C:27]([F:31])[CH:26]=4)[C:16]4[C:21]([CH:22]=3)=[CH:20][C:19](Br)=[CH:18][CH:17]=4)=[O:13])=[CH:7][CH:6]=2)[CH2:4][CH2:3][CH2:2]1.[CH3:32][SiH:33]([CH3:37])C(C)C.[O-]P(OP(OP([O-])([O-])=O)([O-])=O)(=O)[O-].[K+].[K+].[K+].[K+].[K+].CN1C[CH2:60][CH2:59][C:58]1=O>CC(C)([P](C(C)(C)C)([Pd][P](C(C)(C)C)(C(C)(C)C)C(C)(C)C)C(C)(C)C)C>[N:1]1([C:5]2[N:10]=[CH:9][C:8]([NH:11][C:12]([C:14]3[N:15]([CH2:24][C:25]4[CH:30]=[CH:29][CH:28]=[C:27]([F:31])[CH:26]=4)[C:16]4[C:21]([C:22]=3[SiH:33]([CH3:37])[CH3:32])=[CH:20][C:19]([CH:59]([CH3:60])[CH3:58])=[CH:18][CH:17]=4)=[O:13])=[CH:7][CH:6]=2)[CH2:4][CH2:3][CH2:2]1 |f:2.3.4.5.6.7,^1:65,71|. Reported procedure: Compound No. 21 was prepared according to a process similar to that described in stage 8.4, by reacting 0.15 g (0.31 mmol) of N-[6-(azetidin-1-yl)pyridin-3-yl]-5-bromo-1-[(3-fluorophenyl)methyl]-1H-indole-2-carboxamide, prepared according to the protocol described in stage 17.3, with 95 mg (0.93 mmol) of dimethyl(isopropyl)silane in the presence of 0.2 g (0.94 mmol) of potassium triphosphate and of 16 mg (0.03 mmol) of bis(tri-tert-butylphosphine)palladium in 2 ml of dry 1-methyl-2-pyrrolidinone...